This data is from the Open Reaction Database (ORD), a public repository of structured organic reaction records. The task is: describe an organic reaction: reactants, conditions, products, and yield Reactants: OCCNC1=C(C=CC(=C1)OC)N (N-(2-hydroxyethyl)-5-methoxy-2-aminoaniline), [N+](=O)([O-])C=1C=C2C3=C(C=CC=C3C1)C(=O)OC2=O (3-nitronaphthalene-1,8-dicarboxylic anhydride). The solvent is C(C)N(C1=CC=C(C=C1)N1C(C2=CC=CC=3C2=C(C1=O)C=CC3[N+](=O)[O-])=O)CCO (2-{4-[ethyl(2-hydroxyethyl)amino]phenyl}-6-nitro-1H-benzo [de]isoquinolin-1,3(2H)-dione). Product: OCCNC1=C(C=CC(=C1)OC)N1C(C2=CC=CC=3C2=C(C1=O)C=C(C3)[N+](=O)[O-])=O (2-{2-[(2-hydroxyethyl)amino]4-methoxyphenyl}-5-nitro-1H-benzo-[de]isoquinolin-1,3(2H)-dione). RXN SMILES: [OH:1][CH2:2][CH2:3][NH:4][C:5]1[CH:10]=[C:9]([O:11][CH3:12])[CH:8]=[CH:7][C:6]=1[NH2:13].[N+:14]([C:17]1[CH:18]=[C:19]2[C:30](=O)[O:29][C:27](=[O:28])[C:21]3[CH:22]=[CH:23][CH:24]=[C:25]([CH:26]=1)[C:20]2=3)([O-:16])=[O:15]>C(N(CCO)C1C=CC(N2C(=O)C3C=CC([N+]([O-])=O)=C4C=3C(=CC=C4)C2=O)=CC=1)C>[OH:1][CH2:2][CH2:3][NH:4][C:5]1[CH:10]=[C:9]([O:11][CH3:12])[CH:8]=[CH:7][C:6]=1[N:13]1[C:30](=[O:29])[C:19]2[CH:18]=[C:17]([N+:14]([O-:16])=[O:15])[CH:26]=[C:25]3[C:20]=2[C:21](=[CH:22][CH:23]=[CH:24]3)[C:27]1=[O:28]. Procedure: The reaction of N-(2-hydroxyethyl)-5-methoxy-2-aminoaniline with 3-nitronaphthalene-1,8-dicarboxylic anhydride in imidazole (synthesis and work-up as in Example 2, Step 1) afforded the product as a dark-red powder. For purification, the crude product in ethanol/acetone was filtered through a bed of silica gel UV/Vis (CHCl3: λmax: 411, 524 nm